This data is from the Open Reaction Database (ORD), a public repository of structured organic reaction records. The task is: describe an organic reaction: reactants, conditions, products, and yield Reactants: CC/C(=C\CC)/C1=NC=CC2=C1N(C(N2)=O)C ((E)-4-(hex-3-en-3-yl)-3-methyl-1H-imidazo[4,5-c]pyridin-2(3H)-one). The reagents and catalysts are [Pd] (palladium on carbon). The solvent is C(C)O (ethanol). Reaction conditions: time 6 hour. The product is CCC(CCC)C1=NC=CC2=C1N(C(N2)=O)C (4-(Hexan-3-yl)-3-methyl-1H-imidazo[4,5-c]pyridin-2(3H)-one). The yield is 88.4%. As a reaction SMILES: [CH3:1][CH2:2]/[C:3](/[C:7]1[C:12]2[N:13]([CH3:17])[C:14](=[O:16])[NH:15][C:11]=2[CH:10]=[CH:9][N:8]=1)=[CH:4]\[CH2:5][CH3:6]>C(O)C.[Pd]>[CH3:1][CH2:2][CH:3]([C:7]1[C:12]2[N:13]([CH3:17])[C:14](=[O:16])[NH:15][C:11]=2[CH:10]=[CH:9][N:8]=1)[CH2:4][CH2:5][CH3:6]. Procedure: To a solution of 0.36 g (1.6 mmol) of (E)-4-(hex-3-en-3-yl)-3-methyl-1H-imidazo[4,5-c]pyridin-2(3H)-one in 30 mL of ethanol was added 0.99 g (10 mol % Pd) of palladium on carbon (50% wet, Degussa type). The reaction was kept under a hydrogen atmosphere via a balloon and stirred at room temperature for 6 h. The catalyst was removed via filtration and the filtrate was concentrated in vacuo to give 0.33 g (91%) of the title compound as a grey oil that solidified upon standing. Reactants: ClCCCl, CO, CCN(C(C)C)C(C)C, Cl, CC(C)(C)C(N)C(=O)N1CCC(c2ccc(Cl)cc2)CC1, CN(C)C=O, O=C(O)c1ccccc1, On1nnc2ccccc21. Product: CC(C)(C)C(NC(=O)c1ccccc1)C(=O)N1CCC(c2ccc(Cl)cc2)CC1. RXN SMILES: [CH2:20]([Cl:21])[CH2:22][Cl:23].[CH3:60][OH:61].[CH:51]([N:52]([CH2:53][CH3:54])[CH:55]([CH3:56])[CH3:57])([CH3:58])[CH3:59].[ClH:24].[NH2:25][CH:26]([C:27](=[O:28])[N:29]1[CH2:30][CH2:31][CH:32]([c:35]2[cH:36][cH:37][c:38]([Cl:41])[cH:39][cH:40]2)[CH2:33][CH2:34]1)[C:42]([CH3:43])([CH3:44])[CH3:45].[O:46]=[CH:47][N:48]([CH3:49])[CH3:50].[OH:11][C:12](=[O:13])[c:14]1[cH:15][cH:16][cH:17][cH:18][cH:19]1.[OH:1][n:2]1[c:3]2[c:4]([cH:5][cH:6][cH:7][cH:8]2)[n:9][n:10]1>>[C:12](=[O:13])([c:14]1[cH:15][cH:16][cH:17][cH:18][cH:19]1)[NH:25][CH:26]([C:27](=[O:28])[N:29]1[CH2:30][CH2:31][CH:32]([c:35]2[cH:36][cH:37][c:38]([Cl:41])[cH:39][cH:40]2)[CH2:33][CH2:34]1)[C:42]([CH3:43])([CH3:44])[CH3:45]. Starting materials: C(C)(=O)N1C(C(C2=CC=CC=C12)=C(C1=CC=C(C=C1)[N+](=O)[O-])Cl)=O (1-acetyl-3-[1-chloro-1-(4-nitrophenyl)-methylidene)-2-indolinone), CN(C)CC1=CC=C(N)C=C1 (4-dimethylaminomethyl-aniline), [OH-].[Na+] (sodium hydroxide). Run in CN(C)C=O (DMF), CO (methanol). The product is CN(C)CC1=CC=C(C=C1)N\C(\C1=CC=C(C=C1)[N+](=O)[O-])=C\1/C(NC2=CC=CC=C12)=O ((Z)-3-[1-(4-dimethylaminomethyl-phenylamino)-1-(4-nitrophenyl)-methylidene]-2-indolinone). As a reaction SMILES: C([N:4]1[C:12]2[C:7](=[CH:8][CH:9]=[CH:10][CH:11]=2)[C:6](=[C:13](Cl)[C:14]2[CH:19]=[CH:18][C:17]([N+:20]([O-:22])=[O:21])=[CH:16][CH:15]=2)[C:5]1=[O:24])(=O)C.[CH3:25][N:26]([CH2:28][C:29]1[CH:35]=[CH:34][C:32]([NH2:33])=[CH:31][CH:30]=1)[CH3:27].[OH-].[Na+]>CN(C=O)C.CO>[CH3:27][N:26]([CH2:28][C:29]1[CH:30]=[CH:31][C:32]([NH:33]/[C:13](=[C:6]2\[C:5](=[O:24])[NH:4][C:12]3[C:7]\2=[CH:8][CH:9]=[CH:10][CH:11]=3)/[C:14]2[CH:15]=[CH:16][C:17]([N+:20]([O-:22])=[O:21])=[CH:18][CH:19]=2)=[CH:34][CH:35]=1)[CH3:25] |f:2.3|. Procedure details: Prepared analogously to Example 2 from 1-acetyl-3-[1-chloro-1-(4-nitrophenyl)-methylidene)-2-indolinone and 4-dimethylaminomethyl-aniline in DMF and subsequent treatment with sodium hydroxide solution in methanol.